Dataset: the Open Reaction Database (ORD), a public repository of structured organic reaction records. Task: describe an organic reaction: reactants, conditions, products, and yield Reactants: C(=O)(OC(C)(C)C)N[C@H]([C@H](C[C@H](C(=O)O)CC1=CC=C(C=C1)OCC1=CC=CC=C1)O)CC1CCCCC1 (5(S)-(Boc-amino)-4(S)-hydroxy-6-cyclohexyl-2(R)-[(4-benzyloxyphenyl)methyl]hexanoic acid), C(C)(C)(C)[Si](Cl)(C)C (tert-butyldimethylchlorosilane), N1C=NC=C1 (imidazole). The solvent is CN(C)C=O (DMF). Product: C(=O)(OC(C)(C)C)N[C@H]([C@H](C[C@H](C(=O)O)CC1=CC=C(C=C1)OCC1=CC=CC=C1)O[Si](C)(C)C(C)(C)C)CC1CCCCC1 (5(S)-(Boc-Amino)-4(S)-(tert-butyldimethylsilyloxy)-6-cyclohexyl-2(R)-[(4-benzyloxyphenyl)methyl]hexanoic acid). RXN SMILES: [C:1]([NH:8][C@@H:9]([CH2:32][CH:33]1[CH2:38][CH2:37][CH2:36][CH2:35][CH2:34]1)[C@@H:10]([OH:31])[CH2:11][C@@H:12]([CH2:16][C:17]1[CH:22]=[CH:21][C:20]([O:23][CH2:24][C:25]2[CH:30]=[CH:29][CH:28]=[CH:27][CH:26]=2)=[CH:19][CH:18]=1)[C:13]([OH:15])=[O:14])([O:3][C:4]([CH3:7])([CH3:6])[CH3:5])=[O:2].[C:39]([Si:43]([CH3:46])([CH3:45])Cl)([CH3:42])([CH3:41])[CH3:40].N1C=CN=C1>CN(C=O)C>[C:1]([NH:8][C@@H:9]([CH2:32][CH:33]1[CH2:38][CH2:37][CH2:36][CH2:35][CH2:34]1)[C@@H:10]([O:31][Si:43]([C:39]([CH3:42])([CH3:41])[CH3:40])([CH3:46])[CH3:45])[CH2:11][C@@H:12]([CH2:16][C:17]1[CH:22]=[CH:21][C:20]([O:23][CH2:24][C:25]2[CH:26]=[CH:27][CH:28]=[CH:29][CH:30]=2)=[CH:19][CH:18]=1)[C:13]([OH:15])=[O:14])([O:3][C:4]([CH3:7])([CH3:6])[CH3:5])=[O:2]. Procedure details: In analogy with Example 1 j), 28.8 g (54.8 mmol) of 5(S)-(Boc-amino)-4(S)-hydroxy-6-cyclohexyl-2(R)-[(4-benzyloxyphenyl)methyl]hexanoic acid in 288 ml of DMF, are converted into the title compound with 35.8 g (237.6 mmol) of tert-butyldimethylchlorosilane and 30 g (440 mmol) of imidazole. The title compound is purified by column chromatography (SiO2, hexane/ethyl acetate: 4:1 to 1:1); TLC Rf (E)=0.34; tRet (gradient from 75 to 100% (a) in (b) over 20 min)=25.06 min; FAB-MS (M+H+)=526. The reactants are BrC1=CN=C2N1N=C(C=C2)NCCCN(C(C)=O)C(C)C (N-(3-((3-bromoimidazo[1,2-b]pyridazin-6-yl)amino)propyl)-N-isopropylacetamide), C(C)(=O)C1=CC=C(S1)B(O)O ((5-acetylthiophen-2-yl)boronic acid), O.[O-]P(=O)([O-])[O-].[K+].[K+].[K+] (potassium phosphate tribasic monohydrate), ClCCl (dichloromethane), N#N (N2), N#N (N2). Reagents/catalysts: C1=CC=C(C=C1)P([C-]2C=CC=C2)C3=CC=CC=C3.C1=CC=C(C=C1)P([C-]2C=CC=C2)C3=CC=CC=C3.Cl[Pd]Cl.[Fe+2] ([1,1′-bis(diphenylphosphino)ferrocene]dichloro-palladium(II)). Run in COCCOC (1,2-dimethoxyethane), O (water). Reaction conditions: temperature 85 celsius. The product is C(C)(=O)C1=CC=C(S1)C1=CN=C2N1N=C(C=C2)NCCCN(C(C)=O)C(C)C (N-(3-((3-(5-acetylthiophen-2-yl)imidazo[1,2-b]pyridazin-6-yl)amino)propyl)-N-isopropylacetamide), yellow solid. RXN SMILES: Br[C:2]1[N:6]2[N:7]=[C:8]([NH:11][CH2:12][CH2:13][CH2:14][N:15]([CH:19]([CH3:21])[CH3:20])[C:16](=[O:18])[CH3:17])[CH:9]=[CH:10][C:5]2=[N:4][CH:3]=1.[C:22]([C:25]1[S:29][C:28](B(O)O)=[CH:27][CH:26]=1)(=[O:24])[CH3:23].O.[O-]P([O-])([O-])=O.[K+].[K+].[K+].ClCCl.N#N>COCCOC.C1C=CC(P(C2C=CC=CC=2)[C-]2C=CC=C2)=CC=1.C1C=CC(P(C2C=CC=CC=2)[C-]2C=CC=C2)=CC=1.Cl[Pd]Cl.[Fe+2].O>[C:22]([C:25]1[S:29][C:28]([C:2]2[N:6]3[N:7]=[C:8]([NH:11][CH2:12][CH2:13][CH2:14][N:15]([CH:19]([CH3:21])[CH3:20])[C:16](=[O:18])[CH3:17])[CH:9]=[CH:10][C:5]3=[N:4][CH:3]=2)=[CH:27][CH:26]=1)(=[O:24])[CH3:23] |f:2.3.4.5.6,10.11.12.13|. Procedure: To a mixture of N-(3-((3-bromoimidazo[1,2-b]pyridazin-6-yl)amino)propyl)-N-isopropylacetamide (219.2 mg, 0.6 mmol), (5-acetylthiophen-2-yl)boronic acid [206551-43-1] (128.4 mg, 0.8 mmol), potassium phosphate tribasic monohydrate [27176-10-9] (266.5 mg, 1.3 mmol), and [1,1′-bis(diphenylphosphino)ferrocene]dichloro-palladium(II), complex with dichloromethane [95464-05-4] (53.6 mg, 0.1 mmol) contained in a 25 mL round bottomed flask was added a solution of 30% (v/v) water in 1,2-dimethoxyethane (13... The reactants are hydrochloride salt, N(=[N+]=[N-])CC1OC2=C(C1)C=CC=C2C2=CC(=CC=C2)OC ((±)-2-(azidomethyl)-7-(3-methoxyphenyl)-2,3-dihydro-1-benzofuran). Reagents/catalysts: [Pd] (palladium on carbon). Product: COC=1C=C(C=CC1)C1=CC=CC=2CC(OC21)CN ((±)-1-[7-(3-methoxyphenyl)-2,3-dihydro-1-benzofuran-2-yl]methanamine). Isolated yield 80.0%. RXN SMILES: [N:1]([CH2:4][CH:5]1[CH2:9][C:8]2[CH:10]=[CH:11][CH:12]=[C:13]([C:14]3[CH:19]=[CH:18][CH:17]=[C:16]([O:20][CH3:21])[CH:15]=3)[C:7]=2[O:6]1)=[N+]=[N-]>[Pd]>[CH3:21][O:20][C:16]1[CH:15]=[C:14]([C:13]2[C:7]3[O:6][CH:5]([CH2:4][NH2:1])[CH2:9][C:8]=3[CH:10]=[CH:11][CH:12]=2)[CH:19]=[CH:18][CH:17]=1. Reported procedure: Treatment of (±)-[7-(3-methoxyphenyl)-2,3-dihydro-1-benzofuran-2-yl]methyl 4-methylbenzenesulfonate (3.0 g, 7.82 mmol) with sodium azide (0.309 g, 4.48 mmol) generally according to the procedure described for Intermediate 98 gave (±)-2-(azidomethyl)-7-(3-methoxyphenyl)-2,3-dihydro-1-benzofuran. Treatment of the azide with palladium on carbon (0.030 g, 10 wt. %) generally according to the procedure described for Example 1 provided 0.25 g (80%) of (±)-1-[7-(3-methoxyphenyl)-2,3-dihydro-1-benzofura... Starting materials: ClC1=CC=C(CN2C=C(C3=CC=CC=C23)C=O)C=C1 (1-(4-chlorobenzyl)-3-formylindole), C(C)(=O)[O-].[NH4+] (ammonium acetate), [N+](=O)([O-])C (nitromethane). Yields the product ClC1=CC=C(CN2C=C(C3=CC=CC=C23)C=C[N+](=O)[O-])C=C1 (1-(4-Chlorobenzyl)-3-(2-nitrovinyl)indole). Reaction SMILES: [Cl:1][C:2]1[CH:19]=[CH:18][C:5]([CH2:6][N:7]2[C:15]3[C:10](=[CH:11][CH:12]=[CH:13][CH:14]=3)[C:9]([CH:16]=O)=[CH:8]2)=[CH:4][CH:3]=1.C([O-])(=O)C.[NH4+].[N+:25]([CH3:28])([O-:27])=[O:26]>>[Cl:1][C:2]1[CH:19]=[CH:18][C:5]([CH2:6][N:7]2[C:15]3[C:10](=[CH:11][CH:12]=[CH:13][CH:14]=3)[C:9]([CH:16]=[CH:28][N+:25]([O-:27])=[O:26])=[CH:8]2)=[CH:4][CH:3]=1 |f:1.2|. Procedure: 80.9 g of 1-(4-chlorobenzyl)-3-formylindole, prepared in Example 5, 18 g of ammonium acetate and 300 ml of nitromethane are refluxed for 30 min.